The task is: describe an organic reaction: reactants, conditions, products, and yield. This data is from the Open Reaction Database (ORD), a public repository of structured organic reaction records. Run in C1=CC=CC=C1 (benzene). Procedure details: A mixture of 27.6 g of 1-diphenylmethylamino-2-hydroxy-3-chloropropane, 10 ml of a 37% strength solution of formaldehyde and 200 ml of benzene is heated to the reflux temperature, while continuously separating off water. The mixture is then evaporated in vacuo and 3-diphenylmethyl-5-chloromethyloxazolidine is obtained as a yellowish oil which, without purification, is heated together with the reacton solution obtained according to Example 43 from 2.3 g of sodium, 100 ml of ethanol and 17.8 g of ... Reaction SMILES: [C:1]1([CH:7]([NH:14][CH2:15][CH:16]([OH:19])[CH2:17][Cl:18])[C:8]2[CH:13]=[CH:12][CH:11]=[CH:10][CH:9]=2)[CH:6]=[CH:5][CH:4]=[CH:3][CH:2]=1.[CH2:20]=O>C1C=CC=CC=1>[C:1]1([CH:7]([C:8]2[CH:9]=[CH:10][CH:11]=[CH:12][CH:13]=2)[N:14]2[CH2:15][CH:16]([CH2:17][Cl:18])[O:19][CH2:20]2)[CH:2]=[CH:3][CH:4]=[CH:5][CH:6]=1. Reactants: C1(=CC=CC=C1)C(C1=CC=CC=C1)NCC(CCl)O (1-diphenylmethylamino-2-hydroxy-3-chloropropane), C=O (formaldehyde). The product is C1(=CC=CC=C1)C(N1COC(C1)CCl)C1=CC=CC=C1 (3-diphenylmethyl-5-chloromethyloxazolidine). Starting materials: COC(=O)C=1C(=NOC1C1=CC(=C(C=C1)Br)C)C (5-(4-Bromo-3-methyl-phenyl)-3-methyl-isoxazole-4-carboxylic acid methyl ester), [Li+].[OH-] (LiOH). Yields the product BrC1=C(C=C(C=C1)C1=C(C(=NO1)C)C(=O)O)C (5-(4-Bromo-3-methyl-phenyl)-3-methyl-isoxazole-4-carboxylic acid). As a reaction SMILES: C[O:2][C:3]([C:5]1[C:6]([CH3:18])=[N:7][O:8][C:9]=1[C:10]1[CH:15]=[CH:14][C:13]([Br:16])=[C:12]([CH3:17])[CH:11]=1)=[O:4].[Li+].[OH-]>>[Br:16][C:13]1[CH:14]=[CH:15][C:10]([C:9]2[O:8][N:7]=[C:6]([CH3:18])[C:5]=2[C:3]([OH:4])=[O:2])=[CH:11][C:12]=1[CH3:17] |f:1.2|. Procedure details: 5-(4-Bromo-3-methyl-phenyl)-3-methyl-isoxazole-4-carboxylic acid methyl ester (7.26 g, 23.4 mmol) was hydrolyzed with 1N aqueous LiOH. Acidic work-up provided the title compound.